Dataset: the Open Reaction Database (ORD), a public repository of structured organic reaction records. Task: describe an organic reaction: reactants, conditions, products, and yield The reactants are CCOC(=O)C1(c2ccc(-c3ccc(-c4onc(C)c4NC(=O)OC(C)c4ccccc4C)cc3)cc2)CC1, CO, Cl, [Li+], [OH-], O. Product: Cc1ccccc1C(C)OC(=O)Nc1c(C)noc1-c1ccc(-c2ccc(C3(C(=O)O)CC3)cc2)cc1. RXN SMILES: [CH2:1]([CH3:2])[O:3][C:4](=[O:5])[C:6]1([c:9]2[cH:10][cH:11][c:12](-[c:15]3[cH:16][cH:17][c:18](-[c:21]4[c:22]([NH:27][C:28](=[O:29])[O:30][CH:31]([CH3:32])[c:33]5[c:34]([CH3:39])[cH:35][cH:36][cH:37][cH:38]5)[c:23]([CH3:26])[n:24][o:25]4)[cH:19][cH:20]3)[cH:13][cH:14]2)[CH2:7][CH2:8]1.[CH3:40][OH:41].[ClH:44].[Li+:42].[OH-:43].[OH2:45]>>[O:3]=[C:4]([OH:5])[C:6]1([c:9]2[cH:10][cH:11][c:12](-[c:15]3[cH:16][cH:17][c:18](-[c:21]4[c:22]([NH:27][C:28](=[O:29])[O:30][CH:31]([CH3:32])[c:33]5[c:34]([CH3:39])[cH:35][cH:36][cH:37][cH:38]5)[c:23]([CH3:26])[n:24][o:25]4)[cH:19][cH:20]3)[cH:13][cH:14]2)[CH2:7][CH2:8]1. The reactants are [BH3-]C#N, Cc1cnn(Cc2ccccc2)c1N, CC(=O)O, [Na+], O=C1CCOCC1, O. Yields the product Cc1cnn(Cc2ccccc2)c1NC1CCOCC1. As a reaction SMILES: [C:22]([BH3-:23])#[N:24].[CH2:1]([c:2]1[cH:3][cH:4][cH:5][cH:6][cH:7]1)[n:8]1[n:9][cH:10][c:11]([CH3:14])[c:12]1[NH2:13].[CH3:27][C:28](=[O:29])[OH:30].[Na+:25].[O:15]1[CH2:16][CH2:17][C:18](=[O:21])[CH2:19][CH2:20]1.[OH2:26]>>[CH2:1]([c:2]1[cH:3][cH:4][cH:5][cH:6][cH:7]1)[n:8]1[n:9][cH:10][c:11]([CH3:14])[c:12]1[NH:13][CH:18]1[CH2:17][CH2:16][O:15][CH2:20][CH2:19]1. The reactants are CC(CC(N)C1=NC=CC=C1)C (racemic 3-methyl-1-(pyridin-2-yl)butan-1-amine), (L)-DBTA. The solvent is CO (MeOH), CO (MeOH). Run at time 5 minute. Product: (L)-DBTA, CC(C[C@H](N)C1=NC=CC=C1)C ((S)-3-methyl-1-(pyridin-2-yl)butan-1-amine). As a reaction SMILES: [CH3:1][CH:2]([CH3:12])[CH2:3][CH:4]([C:6]1[CH:11]=[CH:10][CH:9]=[CH:8][N:7]=1)[NH2:5]>CO>[CH3:1][CH:2]([CH3:12])[CH2:3][C@@H:4]([C:6]1[CH:11]=[CH:10][CH:9]=[CH:8][N:7]=1)[NH2:5]. Procedure: To a hot solution of (L)-DBTA (7.2 g, 20 mmol) in MeOH (75 mL) with stirring was added a solution of racemic 3-methyl-1-(pyridin-2-yl)butan-1-amine (3.3 g, 20 mmol) in MeOH (30 mL) dropwise. After addition, the resulting suspension was stirred for 5 min under reflux and cooled in air for about 5 min. The resulting precipitate was collected by vacuum filtration, washed with cold MeOH, air-dried and recrystallized from MeOH (200 mL) to give (L)-DBTA salt of (S)-3-methyl-1-(pyridin-2-yl)butan-1-ami... The reactants are CC(C)(C)[Si](C)(C)Cl, CN(C)C=O, Oc1cc(Cl)cc(Cl)c1, O, c1c[nH]cn1. Yields the product CC(C)(C)[Si](C)(C)Oc1cc(Cl)cc(Cl)c1. RXN SMILES: [C:15]([CH3:16])([CH3:17])([CH3:18])[Si:19]([CH3:20])([CH3:21])[Cl:22].[CH3:24][N:25]([CH3:26])[CH:27]=[O:28].[Cl:1][c:2]1[cH:3][c:4]([OH:9])[cH:5][c:6]([Cl:8])[cH:7]1.[OH2:23].[nH:10]1[cH:11][cH:12][n:13][cH:14]1>>[Cl:1][c:2]1[cH:3][c:4]([O:9][Si:19]([C:15]([CH3:16])([CH3:17])[CH3:18])([CH3:20])[CH3:21])[cH:5][c:6]([Cl:8])[cH:7]1.